From a dataset of the Open Reaction Database (ORD), a public repository of structured organic reaction records. describe an organic reaction: reactants, conditions, products, and yield Reactants: CC(=O)[O-], CCO, O=C1c2ccc(Cl)cc2CN2C(=O)CCC12, Cl, NO, [Na+], O, O, O, O. Product: O=C1c2ccc(Cl)cc2CN2C(=NO)CCC12. RXN SMILES: [C:20]([O-:21])(=[O:22])[CH3:23].[CH3:28][CH2:29][OH:30].[Cl:1][c:2]1[cH:3][cH:4][c:5]2[c:10]([cH:11]1)[CH2:9][N:8]1[CH:7]([C:6]2=[O:16])[CH2:14][CH2:13][C:12]1=[O:15].[ClH:25].[NH2:26][OH:27].[Na+:24].[OH2:17].[OH2:18].[OH2:19].[OH2:31]>>[Cl:1][c:2]1[cH:3][cH:4][c:5]2[c:10]([cH:11]1)[CH2:9][N:8]1[CH:7]([C:6]2=[O:16])[CH2:14][CH2:13][C:12]1=[N:26][OH:17]. Reactants: C(C1=CC(C(=O)OC2CC(NC(C2)(C)C)(C)C)=CC=C1)(=O)OC1CC(NC(C1)(C)C)(C)C (di-(2,2,6,6-tetramethyl-piperidin-4-yl) isophthalate), C(C)(C)(C)OO (t-butyl hydroperoxide), C(C)(C)(C)OO (t-butyl hydroperoxide). The reagents and catalysts are [Mo](=O)(=O)=O (molybdenum trioxide). The solvent is C1CCCCC1 (cyclohexane). Conditions: temperature 140 celsius. The product is C(C1=CC(C(=O)OC2CC(N(C(C2)(C)C)OC2CCCCC2)(C)C)=CC=C1)(=O)OC1CC(N(C(C1)(C)C)OC1CCCCC1)(C)C (Di-(1-cyclohexyloxy-2,2,6,6-tetramethylpiperidin-4-yl) Isophthalate). The yield is 143.5%. RXN SMILES: [C:1]([O:22][CH:23]1[CH2:28][C:27]([CH3:30])([CH3:29])[NH:26][C:25]([CH3:32])([CH3:31])[CH2:24]1)(=[O:21])[C:2]1[CH:20]=[CH:19][CH:18]=[C:4]([C:5]([O:7][CH:8]2[CH2:13][C:12]([CH3:15])([CH3:14])[NH:11][C:10]([CH3:17])([CH3:16])[CH2:9]2)=[O:6])[CH:3]=1.[C:33]([O:37]O)([CH3:36])([CH3:35])C>[Mo](=O)(=O)=O.C1CCCCC1>[C:5]([O:7][CH:8]1[CH2:9][C:10]([CH3:17])([CH3:16])[N:11]([O:37][CH:33]2[CH2:36][CH2:18][CH2:4][CH2:5][CH2:35]2)[C:12]([CH3:14])([CH3:15])[CH2:13]1)(=[O:6])[C:4]1[CH:18]=[CH:19][CH:20]=[C:2]([C:1]([O:22][CH:23]2[CH2:24][C:25]([CH3:32])([CH3:31])[N:26]([O:37][CH:33]3[CH2:36][CH2:3][CH2:2][CH2:1][CH2:35]3)[C:27]([CH3:30])([CH3:29])[CH2:28]2)=[O:21])[CH:3]=1. Reported procedure: A mixture of 35.0 g (78.7 mmol) of di-(2,2,6,6-tetramethyl-piperidin-4-yl) isophthalate, 47.3 g (472 mmol) of 90% aqueous t-butyl hydroperoxide, 2.0 g of molybdenum trioxide, and 300 ml of cyclohexane is heated two hours at 140° C. in a Fischer-Porter bottle. The red reaction mixture is treated with an additional 20.0 g (90%, 200 mmol) of t-butyl hydroperoxide and heated at 140° C. for 120 minutes to discharge the red color. The reaction mixture is cooled, filtered, and the filtrate is evaporate... The reactants are C1(=CC=CC=C1)C(O)([C@@H]1NCCC1)C1=CC=CC=C1 ((R)-α,α-diphenyl-2-pyrrolidinemethanol), Br (HBr), S(C)C.C1CCOC1 (Me2S THF), BrCC(=O)C1=CC(=C(C=C1)OCC1=CC=CC=C1)NS(=O)(=O)C (2-bromo-1-[4-phenylmethoxy-3-[(methylsulfonyl)amino]phenyl]ethanone). Reagents/catalysts: CB1OB(OB(O1)C)C (trimethylboroxine). Run in C1(=CC=CC=C1)C (toluene), C1(=CC=CC=C1)C (toluene), C1CCOC1 (THF). Product: BrC[C@H](O)C1=CC(=C(C=C1)OCC1=CC=CC=C1)NS(=O)(=O)C ((R)-2-Bromo-1-[4-phenylmethoxy-3-[(methylsulfonyl)amino]phenyl]ethanol). Yield: 89.1%. Reaction SMILES: C1(C(C2C=CC=CC=2)([C@H]2CCCN2)O)C=CC=CC=1.[Br:20][CH2:21][C:22]([C:24]1[CH:29]=[CH:28][C:27]([O:30][CH2:31][C:32]2[CH:37]=[CH:36][CH:35]=[CH:34][CH:33]=2)=[C:26]([NH:38][S:39]([CH3:42])(=[O:41])=[O:40])[CH:25]=1)=[O:23].S(C)C.C1COCC1.Br>C1(C)C=CC=CC=1.CB1OB(C)OB(C)O1.C1COCC1>[Br:20][CH2:21][C@@H:22]([C:24]1[CH:29]=[CH:28][C:27]([O:30][CH2:31][C:32]2[CH:37]=[CH:36][CH:35]=[CH:34][CH:33]=2)=[C:26]([NH:38][S:39]([CH3:42])(=[O:41])=[O:40])[CH:25]=1)[OH:23] |f:2.3|. Reported procedure: A 25 mL round bottom flask with magnetic stirbar and toluene-filled Dean-Stark trap with reflux condenser and gas bubbler, was charged with (R)-α,α-diphenyl-2-pyrrolidinemethanol (1.13 g, 4.46 mmol) and trimethylboroxine (418 μL, 2.99 mmol) in toluene (11 mL) under N2. The reaction was stirred at ambient for ~30 minutes and then heated to reflux for 2.75 hours. Upon cooling, this solution was added to a stirred ~13° C. THF (185 mL) solution under N2 containing 2-bromo-1-[4-phenylmethoxy-3-[(meth... Starting materials: N#CCC(=O)O, CN(C)C=O, CC1C2C=CC(C2)C1C=O, [NH4+], [OH-], c1ccccc1. Product: CC1C(=CCC#N)C2C=CC1C2. RXN SMILES: [C:11](#[N:12])[CH2:13][C:14]([OH:15])=[O:16].[CH3:19][N:20]([CH3:21])[CH:22]=[O:23].[CH:1](=[O:2])[CH:3]1[CH:4]2[CH:5]=[CH:6][CH:7]([CH:8]1[CH3:9])[CH2:10]2.[NH4+:17].[OH-:18].[cH:24]1[cH:25][cH:26][cH:27][cH:28][cH:29]1>>[CH:1](=[C:3]1[CH:4]2[CH:5]=[CH:6][CH:7]([CH:8]1[CH3:9])[CH2:10]2)[CH2:13][C:11]#[N:12]. Starting materials: O=C(n1ccnc1)n1ccnc1, O=C(O)CCCCNC(=O)OCc1ccccc1, C1CCOC1, CC(C)NC(C)C, [Cl-], [NH4+], CC(C)(C)OC(=O)Cc1ccccc1. The product is CC(C)(C)OC(=O)C(C(=O)CCCCNC(=O)OCc1ccccc1)c1ccccc1. As a reaction SMILES: [C:19]([n:20]1[cH:21][cH:22][n:23][cH:24]1)([n:25]1[cH:26][cH:27][n:28][cH:29]1)=[O:30].[CH2:1]([c:2]1[cH:3][cH:4][cH:5][cH:6][cH:7]1)[O:8][C:9](=[O:10])[NH:11][CH2:12][CH2:13][CH2:14][CH2:15][C:16](=[O:17])[OH:18].[CH2:54]1[O:55][CH2:56][CH2:57][CH2:58]1.[CH:31]([NH:32][CH:33]([CH3:34])[CH3:35])([CH3:36])[CH3:37].[Cl-:52].[NH4+:53].[c:38]1([CH2:44][C:45](=[O:46])[O:47][C:48]([CH3:49])([CH3:50])[CH3:51])[cH:39][cH:40][cH:41][cH:42][cH:43]1>>[CH2:1]([c:2]1[cH:3][cH:4][cH:5][cH:6][cH:7]1)[O:8][C:9](=[O:10])[NH:11][CH2:12][CH2:13][CH2:14][CH2:15][C:16](=[O:18])[CH:44]([c:38]1[cH:39][cH:40][cH:41][cH:42][cH:43]1)[C:45](=[O:46])[O:47][C:48]([CH3:49])([CH3:50])[CH3:51]. The reactants are 23 F1, F1, C([C@@H]1[C@@H]([C@@H]([C@H]([C@H](O1)OC[C@@H]2[C@@H]([C@@H]([C@H]([C@H](O2)OC[C@@H]3[C@H]([C@@H]([C@H]([C@H](O3)O[C@]4([C@H]([C@@H]([C@H](O4)CO)O)O)CO)O)O)O)O)O)O)O)O)O)O (stachyose), 48 F2, C(CCCCCCC\C=C/CCCCCCCC)(=O)O (oleic acid), C([C@@H]1[C@@H]([C@@H]([C@H]([C@H](O1)OC[C@@H]2[C@H]([C@@H]([C@H]([C@H](O2)O[C@]3([C@H]([C@@H]([C@H](O3)CO)O)O)CO)O)O)O)O)O)O)O (raffinose), C(CCCCCCC\C=C/CCCCCCCC)(=O)O (oleic acid). Yields the product C([C@@H]1[C@@H]([C@@H]([C@H]([C@H](O1)OC2[C@H]([C@H](C([C@H]([C@@H]2O)O)O)O)O)O)O)O)O (Galactinol). RXN SMILES: C(O)(=O)CCCCCCC/C=C\CCCCCCCC.C(O)[C@H]1O[C@H]([O:28][CH2:29][C@H:30]2[O:35][C@H:34]([O:36][C@:37]3([CH2:46][OH:47])[O:41][C@H:40]([CH2:42][OH:43])[C@@H:39]([OH:44])[C@@H:38]3[OH:45])[C@H:33]([OH:48])[C@@H:32]([OH:49])[C@@H:31]2[OH:50])[C@H](O)[C@@H](O)[C@H]1O.C(O)[C@H]1O[C@H](OC[C@H]2O[C@H](OC[C@H]3O[C@H](O[C@]4(CO)O[C@H](CO)[C@@H](O)[C@@H]4O)[C@H](O)[C@@H](O)[C@@H]3O)[C@H](O)[C@@H](O)[C@H]2O)[C@H](O)[C@@H](O)[C@H]1O>>[CH2:29]([OH:28])[C@H:30]1[O:35][C@H:34]([O:36][CH:37]2[C@@H:46]([OH:47])[C@H:42]([OH:43])[CH:40]([OH:41])[C@H:39]([OH:44])[C@@H:38]2[OH:45])[C@H:33]([OH:48])[C@@H:32]([OH:49])[C@H:31]1[OH:50]. Procedure: T2 plants of events EAFS 4818.1.5 and EAFS 4871.6.10 that were homozygous for an YL DGAT1/YL DGAT2 event (Example 6) and a PGM/RFO ko event (Example 31), respectively were crossed. Resulting F1 seed were analyzed by GC and TLC as described above to monitor presence of the DGAT trait (elevated oleic acid) and PGM/RFO ko trait (reduced raffinose and stachyose). A total of 23 F1 seed with elevated oleic acid content and reduced raffinosaccharide levels were planted, resulting plants were grown to m... Reactants: COC(=O)C1(CN(CCO1)C(=O)OC(C)(C)C)C(C)OS(=O)(=O)C(F)(F)F (2-(1-trifluoromethanesulfonyloxy-ethyl)-morpholine-2,4-dicarboxylic acid 4-tert-butyl ester 2-methyl ester), N12CCCCCC2=NCCC1 (1,8-diazabicyclo[5.4.0]undec-7-ene). The solvent is ClCCl (dichloromethane). Run at temperature 35 celsius, time 2 hour. Yields the product COC(=O)C1(CN(CCO1)C(=O)OC(C)(C)C)C=C (2-Vinyl-morpholine-2,4-dicarboxylic acid 4-tert-butyl ester 2-methyl ester). RXN SMILES: [CH3:1][O:2][C:3]([C:5]1([CH:18](OS(C(F)(F)F)(=O)=O)[CH3:19])[O:10][CH2:9][CH2:8][N:7]([C:11]([O:13][C:14]([CH3:17])([CH3:16])[CH3:15])=[O:12])[CH2:6]1)=[O:4].N12CCCN=C1CCCCC2>ClCCl>[CH3:1][O:2][C:3]([C:5]1([CH:18]=[CH2:19])[O:10][CH2:9][CH2:8][N:7]([C:11]([O:13][C:14]([CH3:16])([CH3:15])[CH3:17])=[O:12])[CH2:6]1)=[O:4]. Reported procedure: A warm (35° C.) solution of 2-(1-trifluoromethanesulfonyloxy-ethyl)-morpholine-2,4-dicarboxylic acid 4-tert-butyl ester 2-methyl ester (1.384 g, 3.284 mmol) in dichloromethane (40 mL) was treated with 1,8-diazabicyclo[5.4.0]undec-7-ene (2.5 mL, 16.422 mmol). After stirring at 35° C. for 2 h, the reaction was cooled to 0° C. and quenched with hydrochloric acid (1 M, 50 mL). The aqueous layer was extracted with dichloromethane. The organics were combined, filtered through a phase separator and the... Starting materials: CCOC(=O)Oc1ccc(CC(NC(=O)OC(C)(C)C)C(=O)OC(C)COC(=O)c2ccccc2)cc1OC(=O)OCC, Cl, C1COCCO1. The product is CCOC(=O)Oc1ccc(CC(N)C(=O)OC(C)COC(=O)c2ccccc2)cc1OC(=O)OCC, Cl. RXN SMILES: [CH2:1]([CH3:2])[O:3][C:4](=[O:5])[O:6][c:7]1[cH:8][c:9]([CH2:19][CH:20]([C:21](=[O:22])[O:23][CH:24]([CH2:25][O:26][C:27](=[O:28])[c:29]2[cH:30][cH:31][cH:32][cH:33][cH:34]2)[CH3:35])[NH:36][C:37]([O:38][C:39]([CH3:40])([CH3:41])[CH3:42])=[O:43])[cH:10][cH:11][c:12]1[O:13][C:14](=[O:15])[O:16][CH2:17][CH3:18].[ClH:44].[O:45]1[CH2:46][CH2:47][O:48][CH2:49][CH2:50]1>>[CH2:1]([CH3:2])[O:3][C:4](=[O:5])[O:6][c:7]1[cH:8][c:9]([CH2:19][CH:20]([C:21](=[O:22])[O:23][CH:24]([CH2:25][O:26][C:27](=[O:28])[c:29]2[cH:30][cH:31][cH:32][cH:33][cH:34]2)[CH3:35])[NH2:36])[cH:10][cH:11][c:12]1[O:13][C:14](=[O:15])[O:16][CH2:17][CH3:18].[ClH:44].